Dataset: the Open Reaction Database (ORD), a public repository of structured organic reaction records. Task: describe an organic reaction: reactants, conditions, products, and yield The reactants are oil, ClC1=C(C=CC=C1Cl)C=1C=C2CCCN3C2=C(C1)[C@@H]1[C@H]3CCNC1 ((±)-cis-2-(2,3-dichlorophenyl)-5,6,7a,8,9,10,11,11a-octahydro-4H-pyrido[3′,4′:4,5]pyrrolo[3,2,1-ij]quinoline), BrCCCC (1-bromobutane). The product is C(CCC)N1C[C@H]2[C@H](N3CCCC4=CC(=CC2=C34)C3=C(C(=CC=C3)Cl)Cl)CC1 ((±)-cis-10-butyl-2-(2,3-dichlorophenyl)-5,6,7a,8,9,10,11,11a-octahydro-4H-pyrido[3′,4′:4,5]pyrrolo[3,2,1-ij]quinoline). Reaction SMILES: [Cl:1][C:2]1[C:7]([Cl:8])=[CH:6][CH:5]=[CH:4][C:3]=1[C:9]1[CH:10]=[C:11]2[C:16]3=[C:17]([C@H:19]4[CH2:24][NH:23][CH2:22][CH2:21][C@H:20]4[N:15]3[CH2:14][CH2:13][CH2:12]2)[CH:18]=1.Br[CH2:26][CH2:27][CH2:28][CH3:29]>>[CH2:26]([N:23]1[CH2:22][CH2:21][C@H:20]2[N:15]3[C:16]4[C:11](=[CH:10][C:9]([C:3]5[CH:4]=[CH:5][CH:6]=[C:7]([Cl:8])[C:2]=5[Cl:1])=[CH:18][C:17]=4[C@H:19]2[CH2:24]1)[CH2:12][CH2:13][CH2:14]3)[CH2:27][CH2:28][CH3:29]. Reported procedure: The title compound was prepared by the method of Example 382 as a yellow oil (28 mg, 82%) from (±)-cis-2-(2,3-dichlorophenyl)-5,6,7a,8,9,10,11,11a-octahydro-4H-pyrido[3′,4′:4,5]pyrrolo[3,2,1-ij]quinoline (30 mg, 0.083 mmol) and 1-bromobutane (23 mg, 0.17 mmol). 1H NMR (CDCl3, 300 MHz) δ0.92(t, J=7.3 Hz, 3H), 1.32 (se, J=7.3 Hz, 2H), 1.53-1.65 (br, 2H), 2.02-2.25 (m, 5H), 2.38-2.53 (br, 2H), 2.58-2.68 (m, 1H), 2.75 (t, J=6.4 Hz, 2H), 2.80-2.92 (br, 1H), 2.95-3.07 (br, 1H), 3.31 (dt, J=10.3, 3.6 H... RXN SMILES: [NH2:1][C:2]1[CH:7]=[CH:6][C:5]([N:8]2[CH:13]=[CH:12][CH:11]=[CH:10][C:9]2=[O:14])=[CH:4][C:3]=1[F:15].C[Si]([N-][Si](C)(C)C)(C)C.[Li+].[CH3:26][O:27][C:28]1[CH:43]=[CH:42][C:31]([CH2:32][O:33][CH2:34][C@@H:35]2[C@@H:40]3[C@H:36]2[CH2:37][O:38][C:39]3=[O:41])=[CH:30][CH:29]=1.Cl>C1COCC1.CCOC(C)=O>[F:15][C:3]1[CH:4]=[C:5]([N:8]2[CH:13]=[CH:12][CH:11]=[CH:10][C:9]2=[O:14])[CH:6]=[CH:7][C:2]=1[NH:1][C:37]([C@@H:36]1[C@@H:35]([CH2:34][O:33][CH2:32][C:31]2[CH:42]=[CH:43][C:28]([O:27][CH3:26])=[CH:29][CH:30]=2)[C@@H:40]1[CH2:39][OH:41])=[O:38] |f:1.2|. Yields the product FC1=C(C=CC(=C1)N1C(C=CC=C1)=O)NC(=O)[C@H]1[C@H]([C@@H]1COCC1=CC=C(C=C1)OC)CO ((1S,2S,3S) 2-hydroxymethyl-3-(4-methoxy-benzyloxymethyl)-cyclopropanecarboxylic acid [2-fluoro-4-(2-oxo-2H-pyridin-1-yl)-phenyl]-amide). Isolated yield 78.0%. The reactants are C[Si](C)(C)[N-][Si](C)(C)C.[Li+] (lithium bis(trimethylsilyl)amide), NC1=C(C=C(C=C1)N1C(C=CC=C1)=O)F (1-(4-amino-3-fluoro-phenyl)-1H-pyridin-2-one), COC1=CC=C(COC[C@H]2[C@@H]3COC([C@H]23)=O)C=C1 ((1R,5S,6S) 6-(4-methoxy-benzyloxymethyl)-3-oxa-bicyclo[3.1.0]hexan-2-one), aqueous solution, Cl (HCl). Reported procedure: A solution of 850 mg (3.4 mmol) of 1-(4-amino-3-fluoro-phenyl)-1H-pyridin-2-one (prepared according to C. F. Bigge et al., patent application WO 2003045912) in 80 ml of THF was cooled to −78° C., treated dropwise with 4.8 ml of a 1M lithium bis(trimethylsilyl)amide-solution in THF and stirred for 30 min at 78° C. To this solution were added 839 mg (4.8 mmol) of (1R,5S,6S) 6-(4-methoxy-benzyloxymethyl)-3-oxa-bicyclo[3.1.0]hexan-2-one dissolved in 5 ml of THF. Stirring was continued at −78° C. for... Run at temperature 78 celsius, time 30 minute. Run in C1CCOC1 (THF), C1CCOC1 (THF), C1CCOC1 (THF), CCOC(=O)C (AcOEt).